Dataset: the Open Reaction Database (ORD), a public repository of structured organic reaction records. Task: describe an organic reaction: reactants, conditions, products, and yield Starting materials: C(C)(=O)OCC (ethyl acetate), NCC(C=1SC=CC1)SC[C@H](NC(=O)OC(C)(C)C)C(=O)O (S-[2-amino-1-(2-thienyl)ethyl]-N-t-butoxycarbonyl-L-cysteine), CN1CCOCC1 (N-methylmorpholine), C1(=CC=CC=C1)P(=O)(C1=CC=CC=C1)N=[N+]=[N-] (diphenylphosphoryl azide). Solvent: O (water), CN(C=O)C (dimethylformamide), CN(C=O)C (dimethylformamide). Reaction conditions: time 8 hour. Product: C(C)(C)(C)OC(=O)N[C@@H]1C(NCC(SC1)C=1SC=CC1)=O (6(R)-t-Butoxycarbonylamino-5-oxo-2-(2-thienyl)perhydro-1,4-thiazepine). Isolated yield 79.1%. Reaction SMILES: [NH2:1][CH2:2][CH:3]([S:9][CH2:10][C@@H:11]([C:20]([OH:22])=O)[NH:12][C:13]([O:15][C:16]([CH3:19])([CH3:18])[CH3:17])=[O:14])[C:4]1[S:5][CH:6]=[CH:7][CH:8]=1.CN1CCOCC1.C1(P(N=[N+]=[N-])(C2C=CC=CC=2)=O)C=CC=CC=1.C(OCC)(=O)C>CN(C)C=O.O>[C:16]([O:15][C:13]([NH:12][C@H:11]1[CH2:10][S:9][CH:3]([C:4]2[S:5][CH:6]=[CH:7][CH:8]=2)[CH2:2][NH:1][C:20]1=[O:22])=[O:14])([CH3:19])([CH3:18])[CH3:17]. Procedure details: A solution of 150 g of S-[2-amino-1-(2-thienyl)ethyl]-N-t-butoxycarbonyl-L-cysteine [prepared as described in step (b) above] and 52 ml of N-methylmorpholine in 1 liter of dimethylformamide was added to a solution of 108.4 ml of diphenylphosphoryl azide in 500 ml of dimethylformamide at 10° C., over a period of 4 hours, and the mixture was left to stand at room temperature overnight. At the end of this time, 1.5 liters of ethyl acetate and 1.5 liters of water were added, and the organic layer wa... The reactants are NC=1C2=C(N=CN1)N(C=C2C2=CC=C(C=C2)OC2=CC=CC=C2)C2CCC(CC2)CC(=O)O (2-{4-[4-amino-5-(4-phenoxyphenyl)-7H-pyrrolo[2,3-d]pyrimidin-7-yl]cyclohexyl}acetic acid), ON1N=NC2=C1N=CC=C2 (1-hydroxy-7-azabenzotriazole), Cl.CN(CCCN=C=NCC)C (1-(3-dimethylaminopropyl)-3-ethylcarbodiimide hydrochloride), CN (methylamine), O1CCCC1 (tetrahydrofuran). Run in CN(C=O)C (N,N-dimethylformamide). Reaction conditions: temperature 60 celsius. Product: CNC(CC1CCC(CC1)N1C=C(C2=C1N=CN=C2N)C2=CC=C(C=C2)OC2=CC=CC=C2)=O (N1-methyl-2-{4-[4-amino-5-(4-phenoxyphenyl)-7H-pyrrolo[2,3-d]pyrimidin-7-yl]cyclohexyl}acetamide). Yield: 26.2%. As a reaction SMILES: [NH2:1][C:2]1[C:3]2[C:10]([C:11]3[CH:16]=[CH:15][C:14]([O:17][C:18]4[CH:23]=[CH:22][CH:21]=[CH:20][CH:19]=4)=[CH:13][CH:12]=3)=[CH:9][N:8]([CH:24]3[CH2:29][CH2:28][CH:27]([CH2:30][C:31]([OH:33])=O)[CH2:26][CH2:25]3)[C:4]=2[N:5]=[CH:6][N:7]=1.O[N:35]1[C:39]2N=CC=CC=2N=N1.Cl.CN(C)CCCN=C=NCC.CN.O1CCCC1>CN(C)C=O>[CH3:39][NH:35][C:31](=[O:33])[CH2:30][CH:27]1[CH2:28][CH2:29][CH:24]([N:8]2[C:4]3[N:5]=[CH:6][N:7]=[C:2]([NH2:1])[C:3]=3[C:10]([C:11]3[CH:16]=[CH:15][C:14]([O:17][C:18]4[CH:23]=[CH:22][CH:21]=[CH:20][CH:19]=4)=[CH:13][CH:12]=3)=[CH:9]2)[CH2:25][CH2:26]1 |f:2.3|. Procedure: A mixture of 2-{4-[4-amino-5-(4-phenoxyphenyl)-7H-pyrrolo[2,3-d]pyrimidin-7-yl]cyclohexyl}acetic acid (0.094 g, 0.21 mmol), 1-hydroxy-7-azabenzotriazole (0.044 g, 0.32 mmol), 1-(3-dimethylaminopropyl)-3-ethylcarbodiimide hydrochloride (0.082 g, 0.43 mmol), 2M methylamine in tetrahydrofuran (2.13 mL, 4.26 mmol) and N,N-dimethylformamide (1.50 mL) was heated at 60° C. overnight. The mixture was allowed to cool to ambient temperature and purified by preparative RP-HPLC to yield N1-methyl-2-{4-[4-am... The reactants are CCOC(=O)c1cc2cc(Cl)ccc2n1Cc1cc(C(C)(C)C)ccc1OC, CCO, [Na+], [OH-]. Yields the product COc1ccc(C(C)(C)C)cc1Cn1c(C(=O)O)cc2cc(Cl)ccc21. Reaction SMILES: [CH2:3]([CH3:4])[O:5][C:6](=[O:7])[c:8]1[n:9]([CH2:18][c:19]2[c:20]([O:29][CH3:30])[cH:21][cH:22][c:23]([C:25]([CH3:26])([CH3:27])[CH3:28])[cH:24]2)[c:10]2[cH:11][cH:12][c:13]([Cl:17])[cH:14][c:15]2[cH:16]1.[CH3:31][CH2:32][OH:33].[Na+:2].[OH-:1]>>[O:5]=[C:6]([OH:7])[c:8]1[n:9]([CH2:18][c:19]2[c:20]([O:29][CH3:30])[cH:21][cH:22][c:23]([C:25]([CH3:26])([CH3:27])[CH3:28])[cH:24]2)[c:10]2[cH:11][cH:12][c:13]([Cl:17])[cH:14][c:15]2[cH:16]1. The reactants are COC1=CC=C(CN)C=C1 (4-Methoxybenzylamine), C(C)(=O)O[BH-](OC(C)=O)OC(C)=O.[Na+] (sodium triacetoxyborohydride), OC1(CCC(CC1)=O)CCC1=NC=NC2=CC=C(C=C12)OC (4-hydroxy-4-[2-(6-methoxyquinazolin-4-yl)-ethyl]cyclohexanone). Solvent: ClCCl (dichloromethane). Reaction conditions: time 8 hour. Yields the product COC1=CC=C(CNC2CCC(CC2)(O)CCC2=NC=NC3=CC=C(C=C23)OC)C=C1 (4-(4-Methoxy-benzylamino)-1-[2-(6-methoxy-quinazolin-4-yl)-ethyl]cyclohexanol). Reaction SMILES: [CH3:1][O:2][C:3]1[CH:10]=[CH:9][C:6]([CH2:7][NH2:8])=[CH:5][CH:4]=1.C(O[BH-](OC(=O)C)OC(=O)C)(=O)C.[Na+].[OH:25][C:26]1([CH2:33][CH2:34][C:35]2[C:44]3[C:39](=[CH:40][CH:41]=[C:42]([O:45][CH3:46])[CH:43]=3)[N:38]=[CH:37][N:36]=2)[CH2:31][CH2:30][C:29](=O)[CH2:28][CH2:27]1>ClCCl>[CH3:1][O:2][C:3]1[CH:10]=[CH:9][C:6]([CH2:7][NH:8][CH:29]2[CH2:28][CH2:27][C:26]([CH2:33][CH2:34][C:35]3[C:44]4[C:39](=[CH:40][CH:41]=[C:42]([O:45][CH3:46])[CH:43]=4)[N:38]=[CH:37][N:36]=3)([OH:25])[CH2:31][CH2:30]2)=[CH:5][CH:4]=1 |f:1.2|. Procedure: 4-Methoxybenzylamine (0.026 ml, 0.24 mmol) and then sodium triacetoxyborohydride (0.08 g, 0.377 mmol) were added to a solution of 4-hydroxy-4-[2-(6-methoxyquinazolin-4-yl)-ethyl]cyclohexanone (0.06 g, 0.2 mmol) in dichloromethane (1 ml). The reaction mixture was stirred overnight and then filtered over Hydromatrix (wetted with an NaHCO3 solution, 2 ml) and subsequently washed with dichloromethane. The filtrate was concentrated to dryness by rotary evaporation. The residue was purified by column ...